The task is: describe an organic reaction: reactants, conditions, products, and yield. This data is from the Open Reaction Database (ORD), a public repository of structured organic reaction records. Reactants: BrC1=C(C(=CC(=C1)C1=C2C=CC=CC2=CC=2OC(=C(C21)C)C)CC)O (2-bromo-4-(2,3-dimethyl-naphtho[2,3-b]furan-4-yl)-6-ethyl-phenol), [H-].[Na+] (sodium hydride), BrCCCC(=O)OC (4-bromobutyric acid, methyl ester), COC(CCCBr)=O (4-bromobutyric acid methyl ester), C([O-])([O-])=O.[K+].[K+] (potassium carbonate). Solvent: C1=CC=CC=C1 (benzene). Yields the product COC(CCCOC1=C(C=C(C=C1CC)C1=C2C=CC=CC2=CC=2OC(=C(C21)C)C)Br)=O (4-[2-Bromo-4-(2,3-dimethyl-naphtho[2,3-b]furan-4-yl)-6-ethyl-phenoxy]-butyric acid methyl ester). Yield: 82.3%. RXN SMILES: [Br:1][C:2]1[CH:7]=[C:6]([C:8]2[C:20]3[C:19]([CH3:21])=[C:18]([CH3:22])[O:17][C:16]=3[CH:15]=[C:14]3[C:9]=2[CH:10]=[CH:11][CH:12]=[CH:13]3)[CH:5]=[C:4]([CH2:23][CH3:24])[C:3]=1[OH:25].[H-].[Na+].Br[CH2:29][CH2:30][CH2:31][C:32]([O:34][CH3:35])=[O:33].C(=O)([O-])[O-].[K+].[K+]>C1C=CC=CC=1>[CH3:35][O:34][C:32](=[O:33])[CH2:31][CH2:30][CH2:29][O:25][C:3]1[C:4]([CH2:23][CH3:24])=[CH:5][C:6]([C:8]2[C:20]3[C:19]([CH3:21])=[C:18]([CH3:22])[O:17][C:16]=3[CH:15]=[C:14]3[C:9]=2[CH:10]=[CH:11][CH:12]=[CH:13]3)=[CH:7][C:2]=1[Br:1] |f:1.2,4.5.6|. Procedure details: A solution of 2-bromo-4-(2,3-dimethyl-naphtho[2,3-b]furan-4-yl)-6-ethyl-phenol (0.30 g, 0.76 mmol), 60% sodium hydride (33 mg, 0.83 mmol), 4-bromobutyric acid, methyl ester (0.44 mL, 3.82 mmol), and anhydrous benzene (1.0 mL) was heated at 100° for 6 h. A second portion of 4-bromobutyric acid methyl ester (0.45 mL, 3.91 mmol) and potassium carbonate (0.5 g, 3.62 mmol) was added and the reaction mixture was heated at 100° for 6 h. The crude reaction mixture was chromatographed with hexane/ethyl a...